Task: describe an organic reaction: reactants, conditions, products, and yield. Dataset: the Open Reaction Database (ORD), a public repository of structured organic reaction records The reactants are CC#N, C(=NC1CCCCC1)=NC1CCCCC1, NCc1cn(-c2ccc(N3CCSCC3)c(F)c2)nn1, O, O=C(O)c1cnccn1. Yields the product O=C(NCc1cn(-c2ccc(N3CCSCC3)c(F)c2)nn1)c1cnccn1. RXN SMILES: [CH3:46][C:47]#[N:48].[CH:10]1([N:11]=[C:12]=[N:13][CH:14]2[CH2:15][CH2:16][CH2:17][CH2:18][CH2:19]2)[CH2:20][CH2:21][CH2:22][CH2:23][CH2:24]1.[F:25][c:26]1[cH:27][c:28](-[n:38]2[n:39][n:40][c:41]([CH2:43][NH2:44])[cH:42]2)[cH:29][cH:30][c:31]1[N:32]1[CH2:33][CH2:34][S:35][CH2:36][CH2:37]1.[OH2:45].[n:1]1[c:2]([C:7](=[O:8])[OH:9])[cH:3][n:4][cH:5][cH:6]1>>[n:1]1[c:2]([C:7](=[O:9])[NH:44][CH2:43][c:41]2[n:40][n:39][n:38](-[c:28]3[cH:27][c:26]([F:25])[c:31]([N:32]4[CH2:33][CH2:34][S:35][CH2:36][CH2:37]4)[cH:30][cH:29]3)[cH:42]2)[cH:3][n:4][cH:5][cH:6]1. Reactants: CC(C)(C)OC(=O)N1CCC(COc2ccccc2CCC2CCCCC2)CC1, ClCCl, [Na+], [Na+], O=C([O-])[O-], O=C(O)C(F)(F)F. Yields the product c1ccc(OCC2CCNCC2)c(CCC2CCCCC2)c1. As a reaction SMILES: [C:1]([O:2][C:3](=[O:4])[N:8]1[CH2:9][CH2:10][CH:11]([CH2:14][O:15][c:16]2[c:17]([CH2:22][CH2:23][CH:24]3[CH2:25][CH2:26][CH2:27][CH2:28][CH2:29]3)[cH:18][cH:19][cH:20][cH:21]2)[CH2:12][CH2:13]1)([CH3:5])([CH3:6])[CH3:7].[Cl:43][CH2:44][Cl:45].[Na+:37].[Na+:38].[O-:39][C:40](=[O:41])[O-:42].[OH:30][C:31]([C:32]([F:33])([F:34])[F:35])=[O:36]>>[NH:8]1[CH2:9][CH2:10][CH:11]([CH2:14][O:15][c:16]2[c:17]([CH2:22][CH2:23][CH:24]3[CH2:25][CH2:26][CH2:27][CH2:28][CH2:29]3)[cH:18][cH:19][cH:20][cH:21]2)[CH2:12][CH2:13]1. Starting materials: O=C([O-])O, Cl, O=C(O)C(F)(F)F, N=C(N)SCC1=C(c2cccc([N+](=O)[O-])c2)CCCC1, [Na+], O=S(=O)(O)C(F)(F)F. Product: NC1=NC2(c3cccc([N+](=O)[O-])c3)CCCCC2CS1. Reaction SMILES: [C:30](=[O:31])([OH:32])[O-:33].[ClH:9].[F:35][C:36]([F:37])([F:38])[C:39]([OH:40])=[O:41].[N+:10](=[O:11])([O-:12])[c:13]1[cH:14][c:15]([C:19]2=[C:20]([CH2:25][S:26][C:27]([NH2:28])=[NH:29])[CH2:21][CH2:22][CH2:23][CH2:24]2)[cH:16][cH:17][cH:18]1.[Na+:34].[OH:1][S:2]([C:3]([F:4])([F:5])[F:6])(=[O:7])=[O:8]>>[N+:10](=[O:11])([O-:12])[c:13]1[cH:14][c:15]([C:19]23[CH:20]([CH2:21][CH2:22][CH2:23][CH2:24]2)[CH2:25][S:26][C:27]([NH2:28])=[N:29]3)[cH:16][cH:17][cH:18]1. Reactants: Cl.NCC(=O)C1=C(C=C(C(=O)OC)C=C1OC)OC (Methyl 4-(aminoacetyl)-3,5-dimethoxybenzoate hydrochloride), C(C)(OCC)(OCC)OCC (triethyl orthoacetate), monohydrate. Conditions: temperature 140 celsius, time 6 hour. Product: CC=1OC(=CN1)C1=C(C=C(C(=O)OC)C=C1OC)OC (Methyl 4-(2-methyl-1,3-oxazol-5-yl)-3,5-dimethoxybenzoate). Reaction SMILES: Cl.[NH2:2][CH2:3][C:4]([C:6]1[C:15]([O:16][CH3:17])=[CH:14][C:9]([C:10]([O:12][CH3:13])=[O:11])=[CH:8][C:7]=1[O:18][CH3:19])=[O:5].[C:20](OCC)(OCC)(OCC)[CH3:21]>>[CH3:20][C:21]1[O:5][C:4]([C:6]2[C:7]([O:18][CH3:19])=[CH:8][C:9]([C:10]([O:12][CH3:13])=[O:11])=[CH:14][C:15]=2[O:16][CH3:17])=[CH:3][N:2]=1 |f:0.1|. Procedure details: Methyl 4-(aminoacetyl)-3,5-dimethoxybenzoate hydrochloride was dissolved in triethyl orthoacetate, paratoluenesulfonic acid monohydrate (10 mg) was added to it, and stirred at 140° C. for 6 hours. The reaction liquid was cooled to room temperature, then triethyl orthoacetate was evaporated away under reduced pressure, and the residue was purified through silica gel column chromatography (hexane/ethyl acetate=100/0 to 30/70) to obtain the title compound.